From a dataset of the Open Reaction Database (ORD), a public repository of structured organic reaction records. describe an organic reaction: reactants, conditions, products, and yield RXN SMILES: [F:1][C:2]1[C:10]([F:11])=[C:9]([F:12])[C:8]([F:13])=[C:7]([F:14])[C:3]=1[C@H:4]1[O:6][CH2:5]1.[Cl-:15].[Li+].P([O-])([O-])([O-])=O>O1CCCC1>[Cl:15][CH2:5][C@@H:4]([C:3]1[C:2]([F:1])=[C:10]([F:11])[C:9]([F:12])=[C:8]([F:13])[C:7]=1[F:14])[OH:6] |f:1.2|. Reported procedure: To an ice-cooled solution of 10.51 g of (R)-(+)-2,3,4,5,6-pentafluorostyrene oxide was dissolved in 100 ml of tetrahydrofuran, was added dropwise a solution of Li2CuCl4, which was prepared by adding 10.08 g of cupric chloride to a suspension of 6.36 g of lithium chloride in 150 ml of tetrahydrofuran. After completion of addition, the solution was stirred for 20 hours at room temperature. The resulted reaction mixture was poured into a 0.05 mol phosphate buffer, and was extracted with ether. The ... Run at time 20 hour. The product is ClC[C@H](O)C1=C(C(=C(C(=C1F)F)F)F)F ((R)-(-)-2-chloro-1-(pentafluorophenyl)ethanol). Reactants: cupric chloride, ice, FC1=C([C@@H]2CO2)C(=C(C(=C1F)F)F)F ((R)-(+)-2,3,4,5,6-pentafluorostyrene oxide), [Cl-].[Li+] (lithium chloride), Li2CuCl4, P(=O)([O-])([O-])[O-] (phosphate). The solvent is O1CCCC1 (tetrahydrofuran), O1CCCC1 (tetrahydrofuran). Yield: 97.3%. Reactants: CN1C2CCC1CC(=O)C2 (tropinone), ClC(=O)OCC (ethyl chloroformate). The solvent is C1=CC=CC=C1 (benzene), C1=CC=CC=C1 (benzene). The product is C(C)OC(=O)N1C2CC(CC1CC2)=O (8-azabicyclo[3,2,1]octan-3-one-8-carboxylic acid ethyl ester). Isolated yield 88.4%. As a reaction SMILES: C[N:2]1[CH:6]2[CH2:7][C:8]([CH2:10][CH:3]1[CH2:4][CH2:5]2)=[O:9].Cl[C:12]([O:14][CH2:15][CH3:16])=[O:13]>C1C=CC=CC=1>[CH2:15]([O:14][C:12]([N:2]1[CH:6]2[CH2:5][CH2:4][CH:3]1[CH2:10][C:8](=[O:9])[CH2:7]2)=[O:13])[CH3:16]. Procedure: 56.5 g of tropinone are dissolved in 330 ml of anhydrous benzene and heatedto 70° C. under a nitrogen atmosphere. A solution of 88 g of freshly-distilled ethyl chloroformate in 200 ml of benzene is added dropwise within one hour, with stirring. After a further 4 hours' heating under reflux, cooling is effected, followed by filtration; the filtrate isconcentrated in a vacuum, and the residue is purified by vacuum distillation to obtain 70.75 g (88.4 percent) of (e) as colorless oil (b.p. 91° to 9...